This data is from the Open Reaction Database (ORD), a public repository of structured organic reaction records. The task is: describe an organic reaction: reactants, conditions, products, and yield Reactants: ClC1=NC=C(C(=O)OCC)C=C1 (ethyl 6-chloronicotinate), FC(CO)(F)F (2,2,2-trifluoroethanol), [OH-].[Li+] (lithium hydroxide). The product is FC(COC1=NC=C(C(=O)O)C=C1)F (6-(2,2-difluoroethoxy)nicotinic acid). The yield is 79.0%. As a reaction SMILES: Cl[C:2]1[CH:12]=[CH:11][C:5]([C:6]([O:8]CC)=[O:7])=[CH:4][N:3]=1.[F:13][C:14](F)([F:17])[CH2:15][OH:16].[OH-].[Li+]>>[F:13][CH:14]([F:17])[CH2:15][O:16][C:2]1[CH:12]=[CH:11][C:5]([C:6]([OH:8])=[O:7])=[CH:4][N:3]=1 |f:2.3|. Reported procedure: The title compound was synthesized as described for Intermediate example I-81 in 79% yield starting from ethyl 6-chloronicotinate and 2,2,2-trifluoroethanol. The reduction was performed using 3 equiv of lithium hydroxide, the reaction mixture was stirred at ambient temperature over night; 1H NMR (400 MHz, DMSO-d6) δ ppm 8.73 (d, 1 H), 8.20 (dd, 1 H), 7.02 (d, 1 H), 6.21-6.57 (m, 1 H), 4.65 (dt, 2 H); MS (ESI) m/z 202[M−H+]. Reactants: C(CC)N1C[C@H](C=C2C=3C=CC=C4NC=C(C[C@@H]12)C34)C(=O)N (9,10-didehydro-6-n-propyl-8α-ergoline carboxylic acid amide), C(C)(=O)[O-].[Pb+4].C(C)(=O)[O-].C(C)(=O)[O-].C(C)(=O)[O-] (lead (IV) acetate), [N-]=C=O (isocyanate), C(C)NCC (diethylamine), NC(=O)N (urea). Run in C(Cl)Cl.C(C)(=O)OCC (methylene chloride ethyl acetate). The product is C(CC)N1C[C@H](C=C2C=3C=CC=C4NC=C(C[C@@H]12)C34)NC(N(CC)CC)=O (3-(9,10-didehydro-6-n-propyl-8α-ergolinyl)-1,1-diethylurea). RXN SMILES: [CH2:1]([N:4]1[C@H:18]2[C:8]([C:9]3[CH:10]=[CH:11][CH:12]=[C:13]4[C:19]=3[C:16]([CH2:17]2)=[CH:15][NH:14]4)=[CH:7][C@H:6](C(N)=O)[CH2:5]1)[CH2:2][CH3:3].[C:23]([O-:26])(=O)C.[Pb+4].[C:28]([O-])(=O)[CH3:29].C([O-])(=O)C.C([O-])(=O)C.[N-:40]=C=O.[CH2:43]([NH:45]CC)[CH3:44].NC(N)=O>C(Cl)Cl.C(OCC)(=O)C>[CH2:1]([N:4]1[C@H:18]2[C:8]([C:9]3[CH:10]=[CH:11][CH:12]=[C:13]4[C:19]=3[C:16]([CH2:17]2)=[CH:15][NH:14]4)=[CH:7][C@H:6]([NH:40][C:23](=[O:26])[N:45]([CH2:28][CH3:29])[CH2:43][CH3:44])[CH2:5]1)[CH2:2][CH3:3] |f:1.2.3.4.5,9.10|. Procedure details: Analogously to Example 1, 295 mg of 9,10-didehydro-6-n-propyl-8α-ergoline carboxylic acid amide is reacted with lead (IV) acetate to the isocyanate, which latter compound reacts with diethylamine to the corresponding urea. After the reaction mixture has been worked up, chromatography on aluminum oxide with methylene chloride-ethyl acetate yields 120 mg of 3-(9,10-didehydro-6-n-propyl-8α-ergolinyl)-1,1-diethylurea. Starting materials: CCOC(C)=O, Cc1nnc(-c2ccc(Cl)c([N+](=O)[O-])c2)[nH]1, Cl[Sn](Cl)(Cl)Cl. The product is Cc1nnc(-c2ccc(Cl)c(N)c2)[nH]1. Reaction SMILES: [CH3:22][CH2:23][O:24][C:25](=[O:26])[CH3:27].[Cl:1][c:2]1[c:3]([N+:14]([O-:15])=[O:16])[cH:4][c:5](-[c:8]2[n:9][n:10][c:11]([CH3:13])[nH:12]2)[cH:6][cH:7]1.[Sn:17]([Cl:18])([Cl:19])([Cl:20])[Cl:21]>>[Cl:1][c:2]1[c:3]([NH2:14])[cH:4][c:5](-[c:8]2[n:9][n:10][c:11]([CH3:13])[nH:12]2)[cH:6][cH:7]1. Reactants: C1(=CC=C(C=C1)CC(=O)O)C (p-tolylacetic acid), NC=1SC(=CN1)C (2-amino-5-methylthiazole), Cl.CN(CCCN=C=NCC)C (1-(3-dimethylaminopropyl)-3-ethylcarbodiimide hydrochloride), ON1N=NC2=C1C=CC=C2 (1-hydroxybenzotriazole), C(C)(C)N(C(C)C)CC (N,N-diisopropyl ethyl amine). Solvent: ClCCl (dichloromethane). Reaction conditions: time 3 hour. The product is CC1=CN=C(S1)NC(CC1=CC=C(C=C1)C)=O (N-(5-Methyl-thiazol-2-yl)-2-p-tolyl-acetamide). Isolated yield 90.2%. RXN SMILES: [C:1]1([CH3:11])[CH:6]=[CH:5][C:4]([CH2:7][C:8]([OH:10])=O)=[CH:3][CH:2]=1.[NH2:12][C:13]1[S:14][C:15]([CH3:18])=[CH:16][N:17]=1.Cl.CN(C)CCCN=C=NCC.ON1C2C=CC=CC=2N=N1.C(N(CC)C(C)C)(C)C>ClCCl>[CH3:18][C:15]1[S:14][C:13]([NH:12][C:8](=[O:10])[CH2:7][C:4]2[CH:3]=[CH:2][C:1]([CH3:11])=[CH:6][CH:5]=2)=[N:17][CH:16]=1 |f:2.3|. Procedure: To a suspension of p-tolylacetic acid (1.00 g, 6.66 mmol) and 2-amino-5-methylthiazole (0.760 g, 6.66 mmol) in dichloromethane (10 mL) was added at 0° C. under a nitrogen atmosphere 1-(3-dimethylaminopropyl)-3-ethylcarbodiimide hydrochloride (1.40 g, 7.32 mmol), 1-hydroxybenzotriazole (90 mg, 0.67 mmol) and N,N-diisopropyl ethyl amine (1.8 mL, 10 mmol). The ice bath was removed and the resulting solution was stirred for 3 h at ambient temperature. The reaction mixture was diluted with dichlorome...